Dataset: the Open Reaction Database (ORD), a public repository of structured organic reaction records. Task: describe an organic reaction: reactants, conditions, products, and yield Reactants: CCNCC, CC(C)(C)[O-], Cc1ccccc1, Cc1ccc(Cl)cc1, [K+]. Product: CCN(CC)c1ccc(C)cc1. As a reaction SMILES: [CH2:9]([CH3:10])[NH:11][CH2:12][CH3:13].[CH3:14][C:15]([CH3:16])([O-:17])[CH3:18].[CH3:20][c:21]1[cH:22][cH:23][cH:24][cH:25][cH:26]1.[Cl:1][c:2]1[cH:3][cH:4][c:5]([CH3:8])[cH:6][cH:7]1.[K+:19]>>[c:2]1([N:11]([CH2:9][CH3:10])[CH2:12][CH3:13])[cH:3][cH:4][c:5]([CH3:8])[cH:6][cH:7]1. Starting materials: ClC1=NC=CC(=C1N)N (2-chloropyridine-3,4-diamine), FC(C(=O)O)(F)F (trifluoroacetic acid). The product is ClC1=NC=CC2=C1N=C(N2)C(F)(F)F (4-Chloro-2-(trifluoromethyl)-1H-imidazo[4,5-c]pyridine). Reaction SMILES: [Cl:1][C:2]1[C:7]([NH2:8])=[C:6]([NH2:9])[CH:5]=[CH:4][N:3]=1.[F:10][C:11]([F:16])([F:15])[C:12](O)=O>>[Cl:1][C:2]1[C:7]2[N:8]=[C:12]([C:11]([F:16])([F:15])[F:10])[NH:9][C:6]=2[CH:5]=[CH:4][N:3]=1. Reported procedure: A mixture of 400 mg (2.79 mmol) of 2-chloropyridine-3,4-diamine [H. Dvorakova et al., Collect. Czech. Chem. Commun., 58, 629 (1993)] and a few mL of trifluoroacetic acid was stirred at reflux overnight. The cooled solution was concentrated and then re-concentrated from ethanol. Flash chromatography of the residue on silica gel [0-10% of (9:1 methanol:concentrated ammonium hydroxide solution) in dichloromethane] yielded the title compound as a foam. LC-MS 222 (M+1). Starting materials: C([O-])([O-])=O.[Na+].[Na+] (sodium carbonate), ClC=1C(=NC(=CC1)Cl)C(=O)O (3,6-dichloro-2-pyridinecarboxylic acid), C(C)(C)(C)O (tert-butyl alcohol), S(O)(O)(=O)=O (sulfuric acid), suspension, S(=O)(=O)([O-])[O-].[Mg+2] (magnesium sulfate). The solvent is ClCCl (dichloromethane), ClCCl (dichloromethane). Reaction conditions: time 20 minute. Yields the product ClC=1C(=NC(=CC1)Cl)C(=O)OC(C)(C)C (tert-butyl 3,6-dichloro-2-pyridinecarboxylate). Isolated yield 66.4%. Reaction SMILES: S(=O)(=O)(O)O.S([O-])([O-])(=O)=O.[Mg+2].[Cl:12][C:13]1[C:14]([C:20]([OH:22])=[O:21])=[N:15][C:16]([Cl:19])=[CH:17][CH:18]=1.[C:23](O)([CH3:26])([CH3:25])[CH3:24].C(=O)([O-])[O-].[Na+].[Na+]>ClCCl>[Cl:12][C:13]1[C:14]([C:20]([O:22][C:23]([CH3:26])([CH3:25])[CH3:24])=[O:21])=[N:15][C:16]([Cl:19])=[CH:17][CH:18]=1 |f:1.2,5.6.7|. Procedure: Concentrated sulfuric acid (0.441 ml; 8.27 mmol) was dropped into a suspension (35 ml) of 3.86 g (32.2 mmol) of magnesium sulfate in dichloromethane and, after completion of the dropping, the mixture was stirred at room temperature for 20 minutes. After that, 750 mg (3.91 mmol) of 3,6-dichloro-2-pyridinecarboxylic acid and dichloromethane (10 ml) solution of 3.84 ml (40.2 mmol) of tert-butyl alcohol were added to the reaction solution at room temperature followed by stirring rapidly at room temp... Starting materials: Cl (hydrogen chloride), C(C)(=O)OCC1=NC(=CC(=C1)C1=C(C=C2C(C(=CN(C2=C1)C1CC1)C(=O)OCC)=O)F)C (ethyl 7-[2-(acetoxymethyl)-6-methyl-4-pyridinyl]-1-cyclopropyl-6-fluoro-1,4dihydro-4-oxo-3-quinolinecarboxylate). The solvent is C(C)O (ethanol). Product: C1(CC1)N1C=C(C(C2=CC(=C(C=C12)C1=CC(=NC(=C1)C)CO)F)=O)C(=O)OCC (ethyl 1-cyclopropyl-6-fluoro-7-[2-(hydroxymethyl)-6-methyl-4-pyridinyl]-1,4-dihydro-4-oxo-3-quinolinecarboxylate). Yield: 98.5%. RXN SMILES: Cl.C([O:5][CH2:6][C:7]1[CH:12]=[C:11]([C:13]2[CH:22]=[C:21]3[C:16]([C:17](=[O:31])[C:18]([C:26]([O:28][CH2:29][CH3:30])=[O:27])=[CH:19][N:20]3[CH:23]3[CH2:25][CH2:24]3)=[CH:15][C:14]=2[F:32])[CH:10]=[C:9]([CH3:33])[N:8]=1)(=O)C>C(O)C>[CH:23]1([N:20]2[C:21]3[C:16](=[CH:15][C:14]([F:32])=[C:13]([C:11]4[CH:10]=[C:9]([CH3:33])[N:8]=[C:7]([CH2:6][OH:5])[CH:12]=4)[CH:22]=3)[C:17](=[O:31])[C:18]([C:26]([O:28][CH2:29][CH3:30])=[O:27])=[CH:19]2)[CH2:25][CH2:24]1. Procedure: Ethanolic hydrogen chloride (150 ml) was added to a suspension of 7.5 g ethyl 7-[2-(acetoxymethyl)-6-methyl-4-pyridinyl]-1-cyclopropyl-6-fluoro-1,4dihydro-4-oxo-3-quinolinecarboxylate (Example 17a) in 200 ml absolute ethanol, and the mixture heated at reflux for 90 min. The reaction mixture was concentrated in vacuo to give 6.68 g ethyl 1-cyclopropyl-6-fluoro-7-[2-(hydroxymethyl)-6-methyl-4-pyridinyl]-1,4-dihydro-4-oxo-3-quinolinecarboxylate in the form of its hydrochloride salt, m.p. 240° C.(de... The reactants are C(\C=C/C(=O)O)(=O)O (maleic acid), C(CO)(=O)OC(CC1NCCCC1)C1=CC2=C(SC3=C2C=CC=C3)C=C1 (α-(dibenzothiophen-2-y)-2-piperidineethanol glycolate), N1C(CCC1)CC(=O)C1=CC=2CC3=CC=CC=C3C2C=C1 (2-fluorenyl 2-pyrrolidinylmethyl ketone), N1C(CCCC1)CC(=O)C=1C=CC=2C=CC3=CC=CC=C3C2C1 (3-phenanthryl 2-piperidylmethyl ketone). The product is C1=C(C=CC=2C3=CC=CC=C3CC12)C(CC1NCCC1)O (α-(2-fluorenyl)-2-pyrrolidineethanol), maleate salt. Reaction SMILES: [NH:1]1[CH2:5][CH2:4][CH2:3][CH:2]1[CH2:6][C:7]([C:9]1[CH:21]=[CH:20][C:19]2[C:18]3[C:13](=[CH:14][CH:15]=[CH:16][CH:17]=3)[CH2:12][C:11]=2[CH:10]=1)=[O:8].N1CCCCC1CC(C1C=CC2C=CC3C(C=2C=1)=CC=CC=3)=O.C(O)(=O)/C=C\C(O)=O.C(OC(C1C=CC2SC3C=CC=CC=3C=2C=1)CC1CCCCN1)(=O)CO>>[CH:10]1[C:11]2[CH2:12][C:13]3[C:18](=[CH:17][CH:16]=[CH:15][CH:14]=3)[C:19]=2[CH:20]=[CH:21][C:9]=1[CH:7]([OH:8])[CH2:6][CH:2]1[CH2:3][CH2:4][CH2:5][NH:1]1. Reported procedure: Following essentially the same procedure but substituting 2-fluorenyl 2-pyrrolidinylmethyl ketone for the 3-phenanthryl 2-piperidylmethyl ketone and further substituting maleic acid for the glycolic acid, results in the preparation of α-(2-fluorenyl)-2-pyrrolidineethanol as the maleate salt having a M.P. of 147-9°C. (dec.)